Dataset: the Open Reaction Database (ORD), a public repository of structured organic reaction records. Task: describe an organic reaction: reactants, conditions, products, and yield Starting materials: Cc1nc2ccccc2cc1C(=O)O, Cl, Cl, [Na+], [OH-], [OH-], O. Yields the product O=C(O)c1cc2ccccc2nc1C(=O)O. Reaction SMILES: [CH3:2][c:3]1[n:4][c:5]2[cH:6][cH:7][cH:8][cH:9][c:10]2[cH:11][c:12]1[C:13](=[O:14])[OH:15].[Cl:19].[ClH:1].[Na+:18].[OH-:16].[OH-:17].[OH2:20]>>[C:2]([c:3]1[n:4][c:5]2[cH:6][cH:7][cH:8][cH:9][c:10]2[cH:11][c:12]1[C:13](=[O:14])[OH:15])(=[O:16])[OH:17]. The reactants are BrC1=CC=C(C=C1)C#C[Si](C)(C)C (((4-bromophenyl)ethynyl)trimethylsilane), C(CC#C)O (but-3-yn-1-ol). Product: C[Si](C)(C)C#CC1=CC=C(C=C1)C#CCCO (4-(4-((trimethylsilyl)ethynyl)phenyl)but-3-yn-1-ol). As a reaction SMILES: Br[C:2]1[CH:7]=[CH:6][C:5]([C:8]#[C:9][Si:10]([CH3:13])([CH3:12])[CH3:11])=[CH:4][CH:3]=1.[CH2:14]([OH:18])[CH2:15][C:16]#[CH:17]>>[CH3:11][Si:10]([C:9]#[C:8][C:5]1[CH:6]=[CH:7][C:2]([C:17]#[C:16][CH2:15][CH2:14][OH:18])=[CH:3][CH:4]=1)([CH3:13])[CH3:12]. Procedure details: 4-(4-((trimethylsilyl)ethynyl)phenyl)but-3-yn-1-ol was prepared from ((4-bromophenyl)ethynyl)trimethylsilane (commercially available) and but-3-yn-1-ol (commercially available) following the procedures described for Example 44/Step 1. Starting materials: ClC1=NC=2N(C(N(C)C(C2N1)=O)=O)C (8-Chlorotheophylline), C([O-])([O-])=O.[K+].[K+] (potassium carbonate), BrCC#CC (1-bromo-2-butyne). The solvent is C(C)(=O)OCC (ethyl acetate), CN(C=O)C (N,N-dimethylformamide). Conditions: time 8 hour. Yields the product C(C#CC)N1C(=NC=2N(C(N(C(C12)=O)C)=O)C)Cl (7-(2-butynyl)-8-chloro-1,3-dimethyl-3,7-dihydropurine-2,6-dione). Reaction SMILES: [Cl:1][C:2]1[NH:11][C:10]2[C:9](=[O:12])[N:7]([CH3:8])[C:6](=[O:13])[N:5]([CH3:14])[C:4]=2[N:3]=1.C(=O)([O-])[O-].[K+].[K+].Br[CH2:22][C:23]#[C:24][CH3:25]>CN(C)C=O.C(OCC)(=O)C>[CH2:22]([N:11]1[C:10]2[C:9](=[O:12])[N:7]([CH3:8])[C:6](=[O:13])[N:5]([CH3:14])[C:4]=2[N:3]=[C:2]1[Cl:1])[C:23]#[C:24][CH3:25] |f:1.2.3|. Procedure details: 8-Chlorotheophylline (4.9 g) and potassium carbonate (5 g) were dissolved in N,N-dimethylformamide (100 ml), and 1-bromo-2-butyne (2.4 ml) was added thereto. After stirring at room temperature overnight, the reaction mixture was diluted with ethyl acetate, and washed with water. Insoluble white solid was collected through filtration, and washed with ethyl acetate to give 3.8 g of 7-(2-butynyl)-8-chloro-1,3-dimethyl-3,7-dihydropurine-2,6-dione. Then, the resulting 7-(2-butynyl)-8-chloro-1,3-dimet... The reactants are CO.O (MeOH H2O), CO.C(Cl)(Cl)Cl (MeOH CHCl3), ClC=1N(C2=CC(=C(C=C2C1C=O)Cl)Cl)[C@H]1[C@H](O)[C@H](O)[C@H](O1)CO (2,5,6-Trichloro-3-formyl-1-(β-D-ribofuranosyl)indole). The solvent is CO (MeOH), C(C)(C)N (isopropylamine), CO (MeOH). Conditions: time 16 hour. The product is ClC=1C=C2C(=C(N(C2=CC1Cl)[C@H]1[C@H](O)[C@H](O)[C@H](O1)CO)NC(C)C)C=O (5,6-Dichloro-2-isopropylamino-3-formyl-1-(β-D-ribofuranosyl)indole). Isolated yield 83.8%. As a reaction SMILES: Cl[C:2]1[N:3]([C@@H:15]2[O:21][C@H:20]([CH2:22][OH:23])[C@@H:18]([OH:19])[C@H:16]2[OH:17])[C:4]2[C:9]([C:10]=1[CH:11]=[O:12])=[CH:8][C:7]([Cl:13])=[C:6]([Cl:14])[CH:5]=2.CO.C(Cl)(Cl)Cl.CO.O>C(N)(C)C.CO>[Cl:13][C:7]1[CH:8]=[C:9]2[C:4](=[CH:5][C:6]=1[Cl:14])[N:3]([C@@H:15]1[O:21][C@H:20]([CH2:22][OH:23])[C@@H:18]([OH:19])[C@H:16]1[OH:17])[C:2]([NH:3][CH:4]([CH3:9])[CH3:5])=[C:10]2[CH:11]=[O:12] |f:1.2,3.4|. Reported procedure: 2,5,6-Trichloro-3-formyl-1-(β-D-ribofuranosyl)indole (4.3, 171 mg, 0.45 mmol) was dissolved in isopropylamine (10 mL), and the resulting solution was stirred at room temperature for 16 h. The solvent was then evaporated and the residue dissolved in EtOAc (50 mL). The suspension was washed with H2O (20 mL) and brine (50 mL), then dried over MgSO4, filtered and evaporated to yield a yellow syrup. The residue was dissolved in MeOH (1 mL) and subjected to column chromatography (40×350 mm) on silica ... The reactants are O=C([O-])[O-], CN1CCCC1=O, [K+], [K+], CCCCc1nc2c(N)nc3ccccc3c2n1CCCN, O, S=C=Nc1ccccc1. Product: CCCCc1nc2c(N)nc3ccccc3c2n1CCCNC(=S)Nc1ccccc1. RXN SMILES: [C:33](=[O:34])([O-:35])[O-:36].[CH3:39][N:40]1[CH2:41][CH2:42][CH2:43][C:44]1=[O:45].[K+:37].[K+:38].[NH2:10][CH2:11][CH2:12][CH2:13][n:14]1[c:15]([CH2:28][CH2:29][CH2:30][CH3:31])[n:16][c:17]2[c:18]([NH2:27])[n:19][c:20]3[cH:21][cH:22][cH:23][cH:24][c:25]3[c:26]12.[OH2:32].[c:1]1([N:7]=[C:8]=[S:9])[cH:2][cH:3][cH:4][cH:5][cH:6]1>>[c:1]1([NH:7][C:8](=[S:9])[NH:10][CH2:11][CH2:12][CH2:13][n:14]2[c:15]([CH2:28][CH2:29][CH2:30][CH3:31])[n:16][c:17]3[c:18]([NH2:27])[n:19][c:20]4[cH:21][cH:22][cH:23][cH:24][c:25]4[c:26]23)[cH:2][cH:3][cH:4][cH:5][cH:6]1.